Task: describe an organic reaction: reactants, conditions, products, and yield. Dataset: the Open Reaction Database (ORD), a public repository of structured organic reaction records Starting materials: N(=NC(=O)OCC)C(=O)OCC (Diethyl azodicarboxylate), ClC1=NC=NC2=CC(=C(C=C12)O)OC (4-chloro-6-hydroxy-7-methoxyquinazoline), C1(=CC=CC=C1)P(C1=CC=CC=C1)C1=CC=CC=C1 (triphenylphosphine), C(C)(C)(C)OC(=O)N1C[C@H](CCC1)O ((3S)-1-(tert-butoxycarbonyl)-3-hydroxypiperidine). Solvent: ClCCl (dichloromethane). Conditions: temperature 40 celsius, time 6 hour. Product: N1=CN=CC2=CC=CC=C12 (quinazoline). The yield is 29.3%. Reaction SMILES: N(C(OCC)=O)=NC(OCC)=O.Cl[C:14]1[C:23]2[C:18](=[CH:19][C:20](OC)=[C:21](O)[CH:22]=2)[N:17]=[CH:16][N:15]=1.C1(P(C2C=CC=CC=2)C2C=CC=CC=2)C=CC=CC=1.C(OC(N1CCC[C@H](O)C1)=O)(C)(C)C>ClCCl>[N:17]1[C:18]2[C:23](=[CH:22][CH:21]=[CH:20][CH:19]=2)[CH:14]=[N:15][CH:16]=1. Procedure: Diethyl azodicarboxylate (5.7 ml) was added to 4-chloro-6-hydroxy-7-methoxyquinazoline (4.39 g; prepared as described in Example 1 (Preparation of starting materials)), triphenylphosphine (8.2 g) and (3S)-1-(tert-butoxycarbonyl)-3-hydroxypiperidine (Commercially Available—CAS Registry No 14390044-1) (6.29 g) in dichloromethane (130 ml) and the reaction mixture was stirred at 40° C. for 6 hours. This was allowed to stand overnight at −18° C. then filtered. The filtrates were purified by flash col... Reactants: CCCC[N+](CCCC)(CCCC)CCCC, [Cl-], NNc1ccc(Cl)cc1, Cl, Fc1ccc(CCBr)cc1, [Na+], [OH-], O. The product is NN(CCc1ccc(F)cc1)c1ccc(Cl)cc1. RXN SMILES: [CH2:23]([N+:24]([CH2:25][CH2:26][CH2:27][CH3:28])([CH2:29][CH2:30][CH2:31][CH3:32])[CH2:33][CH2:34][CH2:35][CH3:36])[CH2:37][CH2:38][CH3:39].[Cl-:22].[Cl:2][c:3]1[cH:4][cH:5][c:6]([NH:9][NH2:10])[cH:7][cH:8]1.[ClH:1].[F:11][c:12]1[cH:13][cH:14][c:15]([CH2:16][CH2:17][Br:18])[cH:19][cH:20]1.[Na+:41].[OH-:40].[OH2:21]>>[Cl:2][c:3]1[cH:4][cH:5][c:6]([N:9]([NH2:10])[CH2:17][CH2:16][c:15]2[cH:14][cH:13][c:12]([F:11])[cH:20][cH:19]2)[cH:7][cH:8]1.